From a dataset of the Open Reaction Database (ORD), a public repository of structured organic reaction records. describe an organic reaction: reactants, conditions, products, and yield The reactants are CSc1ccc(C2(C#N)CCOCC2)cc1, ClCCl, O=C(OO)c1cccc(Cl)c1. Product: CS(=O)c1ccc(C2(C#N)CCOCC2)cc1. RXN SMILES: [CH3:12][S:13][c:14]1[cH:15][cH:16][c:17]([C:20]2([C:26]#[N:27])[CH2:21][CH2:22][O:23][CH2:24][CH2:25]2)[cH:18][cH:19]1.[Cl:28][CH2:29][Cl:30].[OH:1][O:2][C:3]([c:4]1[cH:5][c:6]([Cl:7])[cH:8][cH:9][cH:10]1)=[O:11]>>[O:1]=[S:13]([CH3:12])[c:14]1[cH:15][cH:16][c:17]([C:20]2([C:26]#[N:27])[CH2:21][CH2:22][O:23][CH2:24][CH2:25]2)[cH:18][cH:19]1. Product: CC(C)(O)c1ccc(C(=O)Nc2cc(N3CCOCC3)n3nccc3n2)cc1. Reactants: C1COCCN1, CCCCO, CC(C)(O)c1ccc(C(=O)Nc2cc(Cl)n3nccc3n2)cc1. RXN SMILES: [CH2:24]1[CH2:25][O:26][CH2:27][CH2:28][NH:29]1.[CH2:30]([OH:31])[CH2:32][CH2:33][CH3:34].[Cl:1][c:2]1[cH:3][c:4]([NH:11][C:12]([c:13]2[cH:14][cH:15][c:16]([C:19]([CH3:20])([CH3:21])[OH:22])[cH:17][cH:18]2)=[O:23])[n:5][c:6]2[n:7]1[n:8][cH:9][cH:10]2>>[c:2]1([N:29]2[CH2:24][CH2:25][O:26][CH2:27][CH2:28]2)[cH:3][c:4]([NH:11][C:12]([c:13]2[cH:14][cH:15][c:16]([C:19]([CH3:20])([CH3:21])[OH:22])[cH:17][cH:18]2)=[O:23])[n:5][c:6]2[n:7]1[n:8][cH:9][cH:10]2. The reactants are CN(C)C=O (DMF), C(CCC)Br (butyl bromide), OC[C@H](C)OC1OCCCC1 ((S)-1-hydroxy-2-tetrahydropyranyloxypropane), [H-].[Na+] (sodium hydride). Solvent: C1CCOC1 (THF), C1(=CC=CC=C1)C (toluene). Run at temperature 70 celsius, time 2 hour. Product: C(CCC)OC[C@H](C)O ((S)-1-butyloxy-2-hydroxypropane). RXN SMILES: [OH:1][CH2:2][C@@H:3]([O:5][CH:6]1[CH2:11][CH2:10][CH2:9]CO1)C.[H-].[Na+].[CH3:14]N(C=O)C.C(Br)CCC>C1COCC1.C1(C)C=CC=CC=1>[CH2:6]([O:5][CH2:3][C@@H:2]([OH:1])[CH3:14])[CH2:11][CH2:10][CH3:9] |f:1.2|. Reported procedure: (S)-1-hydroxy-2-tetrahydropyranyloxypropane (120 g, 0.75 mol) was dropwise added to sodium hydride (44.8 g, 1.87 mol) in THF (400 ml), followed by adding DMF (200 ml), agitating the mixture for 2 hours, dropwise adding to the mixture, butyl bromide (112.4 g, 0.82 mol) at 30° C. or lower, agitating the mixture at room temperature for 6 hours, adding toluene, sufficiently agitating the mixture, washing the resulting organic layer with 2N-NaOH aqueous solution and then with water, drying it over an... The reactants are CS(=O)(=O)O (methanesulfonic acid), C(CCCCCCCCC)(=O)NCCCCCC(=O)O (N-decanoyl-6-aminocaproic acid), OO (hydrogen peroxide). Solvent: ice water. Run at temperature -15 celsius. Product: C(CCCCCCCCC)(=O)NCCCCCC(=O)OO (N-Decanoyl-6-Aminoperoxycaproic Acid). Yield: 97.8%. Reaction SMILES: CS(O)(=O)=O.[C:6]([NH:17][CH2:18][CH2:19][CH2:20][CH2:21][CH2:22][C:23]([OH:25])=[O:24])(=[O:16])[CH2:7][CH2:8][CH2:9][CH2:10][CH2:11][CH2:12][CH2:13][CH2:14][CH3:15].[OH:26]O>>[C:6]([NH:17][CH2:18][CH2:19][CH2:20][CH2:21][CH2:22][C:23]([O:25][OH:26])=[O:24])(=[O:16])[CH2:7][CH2:8][CH2:9][CH2:10][CH2:11][CH2:12][CH2:13][CH2:14][CH3:15]. Reported procedure: A 400 mL beaker was charged with 100 mL of 98% methanesulfonic acid and 500 g (0.175 mol) of N-decanoyl-6-aminocaproic acid. The resulting solution was cooled in an ice bath and, with stirring, 33.1 g of 90% hydrogen peroxide (29.8 g, 0.877 mol of hydrogen peroxide) was added dropwise at a rate such that the temperature of the reaction mixture did not rise above 20° C. The addition required a total of 10 min. The resulting mixture was stirred at room temperature for 3 hrs., cooled to -15° C., an... Starting materials: OC1=C(C=C(C=2C(C3=CC=C(C=C3C(C12)=O)Cl)=O)N)Br (1-hydroxy-2-bromo-4-amino-7-chloroanthraquinone), C1(=CC=CC=C1)[O-] (phenolate). The product is OC1=C(C=C(C=2C(C3=CC=C(C=C3C(C12)=O)Cl)=O)N)OC1=CC=CC=C1 (1-hydroxy-2-phenoxy-4-amino-7-chloro-anthraquinone). RXN SMILES: [OH:1][C:2]1[C:15]2[C:14](=[O:16])[C:13]3[C:8](=[CH:9][CH:10]=[C:11]([Cl:17])[CH:12]=3)[C:7](=[O:18])[C:6]=2[C:5]([NH2:19])=[CH:4][C:3]=1Br.[C:21]1([O-:27])[CH:26]=[CH:25][CH:24]=[CH:23][CH:22]=1>>[OH:1][C:2]1[C:15]2[C:14](=[O:16])[C:13]3[C:8](=[CH:9][CH:10]=[C:11]([Cl:17])[CH:12]=3)[C:7](=[O:18])[C:6]=2[C:5]([NH2:19])=[CH:4][C:3]=1[O:27][C:21]1[CH:26]=[CH:25][CH:24]=[CH:23][CH:22]=1. Reported procedure: When 70.5 g of the 1-hydroxy-2-bromo-4-amino-7-chloroanthraquinone prepared above are subjected to a phenolate fusion as described in Example 467c, then 61 g, corresponding to 83% of theory, of 1-hydroxy-2-phenoxy-4-amino-7-chloro-anthraquinone are obtained, the colour shade of which on silica gel is a pink tinged with blue having the Indicator Number of 51 (Colour Index Hue Indication Chart). Starting materials: ClC1=NC=C(C(=O)Cl)C=C1 (6-chloronicotinoyl chloride), BrC=1C=C(N)C(=CC1OC)[N+](=O)[O-] (3-bromo-4-methoxy-6-nitroaniline). Product: ClC1=CC=C(C=N1)C(=O)NC1=CC(=C(C=C1[N+](=O)[O-])OC)Br (6-Chloro-N-(3-bromo-4-methoxy-6-nitrophenyl)-3-pyridinecarboxamide). Reaction SMILES: [Cl:1][C:2]1[CH:10]=[CH:9][C:5]([C:6](Cl)=[O:7])=[CH:4][N:3]=1.[Br:11][C:12]1[CH:13]=[C:14]([C:16]([N+:21]([O-:23])=[O:22])=[CH:17][C:18]=1[O:19][CH3:20])[NH2:15]>>[Cl:1][C:2]1[N:3]=[CH:4][C:5]([C:6]([NH:15][C:14]2[C:16]([N+:21]([O-:23])=[O:22])=[CH:17][C:18]([O:19][CH3:20])=[C:12]([Br:11])[CH:13]=2)=[O:7])=[CH:9][CH:10]=1. Procedure: The title compound was prepared from 6-chloronicotinoyl chloride and 3-bromo-4-methoxy-6-nitroaniline and was obtained as a yellow solid as described in Example 1. 1H NMR (DMSO-d6): 10.84 (s, 1H), 8.93 (d, J=2.4, 1H), 8.34-8.30 (m, 1H), 7.98 (s, 1H), 7.76 (d, J=8.4, 1H), 7.70 (s, 1H), 3.97 (s, 3H).